This data is from the Open Reaction Database (ORD), a public repository of structured organic reaction records. The task is: describe an organic reaction: reactants, conditions, products, and yield Reactants: C=CCBr, CCOCC, [H-], [H][H], [Na+], O, COC(=O)C1NC(=O)N(c2ccc(C=NO)cc2)C1=O. Product: C=CCON=Cc1ccc(N2C(=O)NC(C(=O)OC)C2=O)cc1. Reaction SMILES: [CH2:25]([CH:26]=[CH2:27])[Br:28].[CH3:29][CH2:30][O:31][CH2:32][CH3:33].[H-:21].[H:23][H:24].[Na+:22].[OH2:34].[OH:1][N:2]=[CH:3][c:4]1[cH:5][cH:6][c:7]([N:10]2[C:11](=[O:20])[NH:12][CH:13]([C:16](=[O:17])[O:18][CH3:19])[C:14]2=[O:15])[cH:8][cH:9]1>>[O:1]([N:2]=[CH:3][c:4]1[cH:5][cH:6][c:7]([N:10]2[C:11](=[O:20])[NH:12][CH:13]([C:16](=[O:17])[O:18][CH3:19])[C:14]2=[O:15])[cH:8][cH:9]1)[CH2:27][CH:26]=[CH2:25]. Starting materials: CCc1ccc2[nH]c3c(c2c1)CN(C)CC3, C=Cc1cnc(C)nc1, [K+], [OH-], O. Product: CCc1ccc2c(c1)c1c(n2CCc2cnc(C)nc2)CCN(C)C1. As a reaction SMILES: [CH2:1]([CH3:2])[c:3]1[cH:4][c:5]2[c:6]3[c:7]([nH:8][c:9]2[cH:10][cH:11]1)[CH2:12][CH2:13][N:14]([CH3:16])[CH2:15]3.[CH3:19][c:20]1[n:21][cH:22][c:23]([CH:26]=[CH2:27])[cH:24][n:25]1.[K+:18].[OH-:17].[OH2:28]>>[CH2:1]([CH3:2])[c:3]1[cH:4][c:5]2[c:6]3[c:7]([n:8]([CH2:27][CH2:26][c:23]4[cH:22][n:21][c:20]([CH3:19])[n:25][cH:24]4)[c:9]2[cH:10][cH:11]1)[CH2:12][CH2:13][N:14]([CH3:16])[CH2:15]3.